Dataset: the Open Reaction Database (ORD), a public repository of structured organic reaction records. Task: describe an organic reaction: reactants, conditions, products, and yield The reactants are C(=O)C1=C(C(=O)O)C=CC=C1 (2-formylbenzoic acid), C(C)(C)N(C(C)C)CC (N,N-diisopropylethylamine), CNC.C(C)O (dimethylamine ethanol), 1-ethyl-3-(3-dimethylaminopropyl)-3-ethylcarbodiimide monohydrochloride. Solvent: ClCCl (dichloromethane), C(C)OCC (diethyl ether). Run at time 8 hour. The product is C(=O)C1=C(C(=O)N(C)C)C=CC=C1 (2-formyl-N,N-dimethylbenzamide), oil. Isolated yield 19.0%. Reaction SMILES: [CH:1]([C:3]1[CH:11]=[CH:10][CH:9]=[CH:8][C:4]=1[C:5](O)=[O:6])=[O:2].[CH:12]([N:15](CC)[CH:16](C)C)(C)C.CNC.C(O)C>ClCCl.C(OCC)C>[CH:1]([C:3]1[CH:11]=[CH:10][CH:9]=[CH:8][C:4]=1[C:5]([N:15]([CH3:16])[CH3:12])=[O:6])=[O:2] |f:2.3|. Reported procedure: To a solution of 2-formylbenzoic acid (500 mg, 3.33 mmol), N,N-diisopropylethylamine (0.58 mL, 3.3 mmol), and dimethylamine/ethanol solution (1.2 mL, 5.6 M, 6.7 mmol) in 3.3 mL of dichloromethane was added 1-ethyl-3-(3-dimethylaminopropyl)-3-ethylcarbodiimide monohydrochloride (1.28 g, 6.67 mmol) at 0° C. After being stirred at room temperature overnight, the reaction mixture was diluted with diethyl ether. The solution was washed with 1N HCl, saturated NaHCO3 aqueous solution, brine, and dried ... Starting materials: C(C)(C)(C)OC(COC1=C(C=C(C=C1)Cl)C#C[Si](C)(C)C)=O (tert-butyl{4-chloro-2-[(trimethylsilyl)ethynyl]phenoxy}acetate), C(C)(C)(C)OC(COC=1C(=NC(=CC1)C)Br)=O (tert-butyl[(2-bromo-6-methylpyridin-3-yl)oxy]acetate), C(C)(C)(C)OC(COC=1C(=NC(=CC1)C)Br)=O (tert-butyl[(2-bromo-6-methylpyridin-3-yl)oxy]acetate). The product is C[Si](C)(C)C#CC1=NC(=CC=C1OCC(=O)OC(C)(C)C)C (tert-Butyl {[2-(trimethylsilyl-1-ethynyl)-6-methylpyridin-3-yl]oxy}acetate). As a reaction SMILES: [C:1]([O:5][C:6](=[O:22])[CH2:7][O:8][C:9]1[CH:14]=[CH:13][C:12](Cl)=[CH:11][C:10]=1[C:16]#[C:17][Si:18]([CH3:21])([CH3:20])[CH3:19])([CH3:4])([CH3:3])[CH3:2].C(OC(=O)COC1C(Br)=[N:33]C(C)=CC=1)(C)(C)C>>[CH3:19][Si:18]([C:17]#[C:16][C:10]1[C:9]([O:8][CH2:7][C:6]([O:5][C:1]([CH3:4])([CH3:3])[CH3:2])=[O:22])=[CH:14][CH:13]=[C:12]([CH3:11])[N:33]=1)([CH3:21])[CH3:20]. Procedure details: Following the general method as outlined in Intermediate 2, starting from tert-butyl[(2-bromo-6-methylpyridin-3-yl)oxy]acetate (Intermediate 84), the title compound was obtained as a brown oil after purification by flash column chromatography (silica), eluting with petroleum ether and ethyl acetate (98:2).